From a dataset of the Open Reaction Database (ORD), a public repository of structured organic reaction records. describe an organic reaction: reactants, conditions, products, and yield Reactants: N[C@@H](C(C)(C)C)C(=O)[O-] (tert-butylglycinate), O (water), ClC=1C=C(C(=O)O)C=CC1C(C(C(F)(F)F)(C=1C=CC2=C(N(C(O2)=O)C)C1)O)C (3-Chloro-4-[3,3,3-trifluoro-2-hydroxy-1-methyl-2-(3-methyl-2-oxo-2,3-dihydro-benzooxazol-5-yl)-propyl]-benzoic acid), 1,1-carbonyldiimidazole. The solvent is CN(C)C=O (DMF), CN(C)C=O (DMF). Run at temperature 50 celsius, time 1 hour. The product is C(C)(C)(C)OC(CNC(C1=CC(=C(C=C1)C(C(C(F)(F)F)(C=1C=CC2=C(N(C(O2)=O)C)C1)O)C)Cl)=O)=O ({3-chloro-4-[3,3,3-trifluoro-2-hydroxy-1-methyl-2-(3-methyl-2-oxo-2,3-dihydrobenzooxazol-5-yl)-propyl]-benzoylamino}-acetic acid tert-butyl ester). Yield: 199.9%. RXN SMILES: [Cl:1][C:2]1[CH:3]=[C:4]([CH:8]=[CH:9][C:10]=1[CH:11]([CH3:29])[C:12]([OH:28])([C:17]1[CH:18]=[CH:19][C:20]2[O:24][C:23](=[O:25])[N:22]([CH3:26])[C:21]=2[CH:27]=1)[C:13]([F:16])([F:15])[F:14])[C:5](O)=[O:6].[NH2:30][C@H:31]([C:36]([O-:38])=[O:37])C(C)(C)C.O>CN(C=O)C>[C:4]([O:38][C:36](=[O:37])[CH2:31][NH:30][C:5](=[O:6])[C:4]1[CH:8]=[CH:9][C:10]([CH:11]([CH3:29])[C:12]([OH:28])([C:17]2[CH:18]=[CH:19][C:20]3[O:24][C:23](=[O:25])[N:22]([CH3:26])[C:21]=3[CH:27]=2)[C:13]([F:15])([F:14])[F:16])=[C:2]([Cl:1])[CH:3]=1)([CH3:8])([CH3:5])[CH3:3]. Procedure: 3-Chloro-4-[3,3,3-trifluoro-2-hydroxy-1-methyl-2-(3-methyl-2-oxo-2,3-dihydro-benzooxazol-5-yl)-propyl]-benzoic acid (80 mg) and 1,1-carbonyldiimidazole (45 mg) were dissolved in dry DMF (2.0 mL) and stirred at 50° C. for 1 hour. The mixture was cooled to r.t. and a solution of tert-butylglycinate (391 mg) in DMF (0.7 mL) was added drop by drop. Stirring was then continued for 2 hours. The reaction mixture was poured into a mixture of water and ice and the aqueous phase was extracted with ethyl a... Starting materials: CC1=C(C=CC(=C1)C)C1=NN=C(O1)N (5-(2,4-dimethylphenyl)-1,3,4-oxadiazol-2-amine), C(=O)([O-])[O-].[K+].[K+] (K2CO3), Br.BrCC1=NC=CC=C1 (2-(bromomethyl)pyridine hydrobromide). RXN SMILES: [CH3:1][C:2]1[CH:7]=[C:6]([CH3:8])[CH:5]=[CH:4][C:3]=1[C:9]1[O:13][C:12]([NH2:14])=[N:11][N:10]=1.C([O-])([O-])=O.[K+].[K+].Br.Br[CH2:23][C:24]1[CH:29]=[CH:28][CH:27]=[CH:26][N:25]=1>C(#N)C>[CH3:1][C:2]1[CH:7]=[C:6]([CH3:8])[CH:5]=[CH:4][C:3]=1[C:9]1[O:13][C:12]([NH:14][CH2:23][C:24]2[CH:29]=[CH:28][CH:27]=[CH:26][N:25]=2)=[N:11][N:10]=1 |f:1.2.3,4.5|. Product: CC1=C(C=CC(=C1)C)C1=NN=C(O1)NCC1=NC=CC=C1 (5-(2,4-Dimethylphenyl)-N-(pyridin-2-ylmethyl)-1,3,4-oxadiazol-2-amine). Procedure: To a solution of 5-(2,4-dimethylphenyl)-1,3,4-oxadiazol-2-amine (Example 16a) (94.5 mg, 0.5 mmol) in 5 ml of dry acetonitrile was added K2CO3 (207 mg, 1.5 mmol). To the suspension was added 2-(bromomethyl)pyridine hydrobromide (127 mg, 0.5 mmol) and the mixture was stirred at 90° C. overnight. The solvent was removed under vacuum and the solid was dissolved in EtOAc, washed successively with aq. NaHCO3 and brine, dried over MgSO4 filtered and evaporated. The residue was purified on silica gel to... Solvent: C(C)#N (acetonitrile). Isolated yield 97.0%. Run at temperature 90 celsius, time 8 hour. The reactants are [BH4-], CC(=O)OC1CC2CCC3C(CCC4(C)C3CC(N3CCCCC3)C4OC(C)=O)C2(C)CC1N1CCC(=O)CC1, [Na+]. Yields the product CC(=O)OC1CC2CCC3C(CCC4(C)C3CC(N3CCCCC3)C4OC(C)=O)C2(C)CC1N1CCC(O)CC1. As a reaction SMILES: [BH4-:41].[C:1]([CH3:2])(=[O:3])[O:4][CH:5]1[CH2:6][CH:7]2[CH2:8][CH2:9][CH:10]3[CH:11]4[CH2:12][CH:13]([N:35]5[CH2:36][CH2:37][CH2:38][CH2:39][CH2:40]5)[CH:14]([O:31][C:32]([CH3:33])=[O:34])[C:15]4([CH3:16])[CH2:17][CH2:18][CH:19]3[C:20]2([CH3:30])[CH2:21][CH:22]1[N:23]1[CH2:24][CH2:25][C:26](=[O:29])[CH2:27][CH2:28]1.[Na+:42]>>[C:1]([CH3:2])(=[O:3])[O:4][CH:5]1[CH2:6][CH:7]2[CH2:8][CH2:9][CH:10]3[CH:11]4[CH2:12][CH:13]([N:35]5[CH2:36][CH2:37][CH2:38][CH2:39][CH2:40]5)[CH:14]([O:31][C:32]([CH3:33])=[O:34])[C:15]4([CH3:16])[CH2:17][CH2:18][CH:19]3[C:20]2([CH3:30])[CH2:21][CH:22]1[N:23]1[CH2:24][CH2:25][CH:26]([OH:29])[CH2:27][CH2:28]1. The reactants are BrCc1ccc(-c2ccccc2-c2nnnn2C(c2ccccc2)(c2ccccc2)c2ccccc2)cc1, CCCCc1nc2ccc(N3C(=O)CC(C)(C)CC3=O)cc2[nH]1, CC(C)(C)[O-], CS(C)=O, [K+], O. The product is CCCCc1nc2ccc(N3C(=O)CC(C)(C)CC3=O)cc2n1Cc1ccc(-c2ccccc2-c2nnnn2C(c2ccccc2)(c2ccccc2)c2ccccc2)cc1. As a reaction SMILES: [Br:1][CH2:2][c:3]1[cH:4][cH:5][c:6](-[c:9]2[c:10](-[c:15]3[n:16][n:17][n:18][n:19]3[C:20]([c:21]3[cH:22][cH:23][cH:24][cH:25][cH:26]3)([c:27]3[cH:28][cH:29][cH:30][cH:31][cH:32]3)[c:33]3[cH:34][cH:35][cH:36][cH:37][cH:38]3)[cH:11][cH:12][cH:13][cH:14]2)[cH:7][cH:8]1.[CH2:39]([CH2:40][CH2:41][CH3:42])[c:43]1[nH:44][c:45]2[c:46]([n:47]1)[cH:48][cH:49][c:50]([N:52]1[C:53](=[O:61])[CH2:54][C:55]([CH3:59])([CH3:60])[CH2:56][C:57]1=[O:58])[cH:51]2.[CH3:62][C:63]([CH3:64])([O-:65])[CH3:66].[CH3:69][S:70]([CH3:71])=[O:72].[K+:67].[OH2:68]>>[CH2:2]([c:3]1[cH:4][cH:5][c:6](-[c:9]2[c:10](-[c:15]3[n:16][n:17][n:18][n:19]3[C:20]([c:21]3[cH:22][cH:23][cH:24][cH:25][cH:26]3)([c:27]3[cH:28][cH:29][cH:30][cH:31][cH:32]3)[c:33]3[cH:34][cH:35][cH:36][cH:37][cH:38]3)[cH:11][cH:12][cH:13][cH:14]2)[cH:7][cH:8]1)[n:44]1[c:43]([CH2:39][CH2:40][CH2:41][CH3:42])[n:47][c:46]2[c:45]1[cH:51][c:50]([N:52]1[C:53](=[O:61])[CH2:54][C:55]([CH3:59])([CH3:60])[CH2:56][C:57]1=[O:58])[cH:49][cH:48]2. Starting materials: N1N=C(C2=CC=CC=C12)C(=O)N=[N+]=[N-] (1H-Indazole-3-carbonylazide), FC1=CC=C(C=C1)N1CCNCC1 (1-(4-Fluorophenyl)piperazine), CN(C=O)C (dimethylformamide), CN(C=O)C (dimethylformamide), O (water). Conditions: temperature 100 celsius. Yields the product N1N=C(C2=CC=CC=C12)NC(=O)N1CCN(CC1)C1=CC=C(C=C1)F (4-(4-fluorophenyl)-1-piperazinecarboxylic acid (1H-indazol-3-yl)amide). Isolated yield 18.0%. Reaction SMILES: [NH:1]1[C:9]2[C:4](=[CH:5][CH:6]=[CH:7][CH:8]=2)[C:3](C(N=[N+]=[N-])=O)=[N:2]1.[F:15][C:16]1[CH:21]=[CH:20][C:19]([N:22]2[CH2:27][CH2:26][NH:25][CH2:24][CH2:23]2)=[CH:18][CH:17]=1.O.C[N:30](C)[CH:31]=[O:32]>>[NH:1]1[C:9]2[C:4](=[CH:5][CH:6]=[CH:7][CH:8]=2)[C:3]([NH:30][C:31]([N:25]2[CH2:26][CH2:27][N:22]([C:19]3[CH:18]=[CH:17][C:16]([F:15])=[CH:21][CH:20]=3)[CH2:23][CH2:24]2)=[O:32])=[N:2]1. Procedure: 1H-Indazole-3-carbonylazide (synthesized according to the method described in Tetrahedron, 32, 4, 1976, 493-497, 200 mg) was dissolved in dimethylformamide (4 ml), and the mixture was stirred with heating at 100° C. for 30 min. 1-(4-Fluorophenyl)piperazine (Aldrich Co., 211 mg) was dissolved in dimethylformamide (1 ml) and added thereto, and the mixture was stirred with heating at 100° C. for 1 hr. After allowing to cool, water was added to the reaction mixture and the precipitated solid was col... The reactants are CCCCCCCNC(=O)N(C)c1cccc(-c2ccc(CCC(=O)OC)cc2OCc2ccccc2)c1, CCCCC, CO, [Na+], C1CCOC1, [OH-]. Yields the product CCCCCCCNC(=O)N(C)c1cccc(-c2ccc(CCC(=O)O)cc2OCc2ccccc2)c1. RXN SMILES: [CH2:3]([c:4]1[cH:5][cH:6][cH:7][cH:8][cH:9]1)[O:10][c:11]1[c:12](-[c:23]2[cH:24][c:25]([N:29]([C:30](=[O:31])[NH:32][CH2:33][CH2:34][CH2:35][CH2:36][CH2:37][CH2:38][CH3:39])[CH3:40])[cH:26][cH:27][cH:28]2)[cH:13][cH:14][c:15]([CH2:17][CH2:18][C:19](=[O:20])[O:21][CH3:22])[cH:16]1.[CH3:41][CH2:42][CH2:43][CH2:44][CH3:45].[CH3:46][OH:47].[Na+:2].[O:48]1[CH2:49][CH2:50][CH2:51][CH2:52]1.[OH-:1]>>[CH2:3]([c:4]1[cH:5][cH:6][cH:7][cH:8][cH:9]1)[O:10][c:11]1[c:12](-[c:23]2[cH:24][c:25]([N:29]([C:30](=[O:31])[NH:32][CH2:33][CH2:34][CH2:35][CH2:36][CH2:37][CH2:38][CH3:39])[CH3:40])[cH:26][cH:27][cH:28]2)[cH:13][cH:14][c:15]([CH2:17][CH2:18][C:19](=[O:20])[OH:21])[cH:16]1.